From a dataset of the Open Reaction Database (ORD), a public repository of structured organic reaction records. describe an organic reaction: reactants, conditions, products, and yield The reactants are NC1=CC=C(C(=O)OC)C=C1 (methyl 4-aminobenzoate), C(=O)([O-])[O-].[K+].[K+] (K2CO3), C(C=C)Br (allyl bromide). The solvent is CN(C)C=O (DMF). Run at temperature 0 celsius. Yields the product C(C=C)NC1=CC=C(C(=O)OC)C=C1 (Methyl 4-allylaminobenzoate). Yield: 78.2%. RXN SMILES: [NH2:1][C:2]1[CH:11]=[CH:10][C:5]([C:6]([O:8][CH3:9])=[O:7])=[CH:4][CH:3]=1.C([O-])([O-])=O.[K+].[K+].[CH2:18](Br)[CH:19]=[CH2:20]>CN(C=O)C>[CH2:20]([NH:1][C:2]1[CH:3]=[CH:4][C:5]([C:6]([O:8][CH3:9])=[O:7])=[CH:10][CH:11]=1)[CH:19]=[CH2:18] |f:1.2.3|. Reported procedure: A 250 mL round-bottom flask, equipped with a magnetic stir bar, was charged with methyl 4-aminobenzoate (1) (6.04 g, 40 mmol), K2CO3 (11.06 g, 80 mmol) and 85 mL anhydrous DMF. The mixture was cooled to 0° C. and allyl bromide (3.13 mL, 36 mmol) was added dropwise with stirring. After the reaction mixture was heated at 60° C. for 12 hours, DMF was removed under high vacuum. The residual was extracted with CH2Cl2/H2O=150 mL/200 mL, the organic phase was removed and the aqueous phase was then extr...